This data is from the Open Reaction Database (ORD), a public repository of structured organic reaction records. The task is: describe an organic reaction: reactants, conditions, products, and yield Reactants: CC(C)(C)OC(=O)N1CCNCC1, Cc1nc(NC(=O)CCl)sc1-c1ccnc(Nc2cccc([N+](=O)[O-])c2)n1, CN(C)C=O. Yields the product Cc1nc(NC(=O)CN2CCN(C(=O)OC(C)(C)C)CC2)sc1-c1ccnc(Nc2cccc([N+](=O)[O-])c2)n1. Reaction SMILES: [C:28]([CH3:29])([CH3:30])([CH3:31])[O:32][C:33](=[O:34])[N:35]1[CH2:36][CH2:37][NH:38][CH2:39][CH2:40]1.[Cl:1][CH2:2][C:3](=[O:4])[NH:5][c:6]1[s:7][c:8](-[c:12]2[n:13][c:14]([NH:18][c:19]3[cH:20][c:21]([N+:25](=[O:26])[O-:27])[cH:22][cH:23][cH:24]3)[n:15][cH:16][cH:17]2)[c:9]([CH3:11])[n:10]1.[O:41]=[CH:42][N:43]([CH3:44])[CH3:45]>>[CH2:2]([C:3](=[O:4])[NH:5][c:6]1[s:7][c:8](-[c:12]2[n:13][c:14]([NH:18][c:19]3[cH:20][c:21]([N+:25](=[O:26])[O-:27])[cH:22][cH:23][cH:24]3)[n:15][cH:16][cH:17]2)[c:9]([CH3:11])[n:10]1)[N:38]1[CH2:37][CH2:36][N:35]([C:33]([O:32][C:28]([CH3:29])([CH3:30])[CH3:31])=[O:34])[CH2:40][CH2:39]1. Reactants: CS(C)=O, ClCc1cccnc1Cl, N#C[Na]. Yields the product N#CCc1cccnc1Cl. Reaction SMILES: [CH3:13][S:14]([CH3:15])=[O:16].[Cl:1][c:2]1[n:3][cH:4][cH:5][cH:6][c:7]1[CH2:8][Cl:9].[Na:10][C:11]#[N:12]>>[Cl:1][c:2]1[n:3][cH:4][cH:5][cH:6][c:7]1[CH2:8][C:11]#[N:12].